From a dataset of the Open Reaction Database (ORD), a public repository of structured organic reaction records. describe an organic reaction: reactants, conditions, products, and yield Starting materials: O=C1CCC(=O)N1Br, Cc1ccc(Br)c2ncccc12, ClC(Cl)(Cl)Cl, CC(=O)[O-], CC(C)(C#N)N=NC(C)(C)C#N, [Na+], O. Yields the product CC(=O)OCc1ccc(Br)c2ncccc12. RXN SMILES: [Br:13][N:14]1[C:15](=[O:16])[CH2:17][CH2:18][C:19]1=[O:20].[Br:1][c:2]1[cH:3][cH:4][c:5]([CH3:12])[c:6]2[cH:7][cH:8][cH:9][n:10][c:11]12.[C:38]([Cl:39])([Cl:40])([Cl:41])[Cl:42].[CH3:34][C:35]([O-:36])=[O:37].[N:21]([C:22]([CH3:23])([CH3:24])[C:25]#[N:26])=[N:27][C:28]([CH3:29])([CH3:30])[C:31]#[N:32].[Na+:33].[OH2:43]>>[Br:1][c:2]1[cH:3][cH:4][c:5]([CH2:12][O:37][C:35]([CH3:34])=[O:36])[c:6]2[cH:7][cH:8][cH:9][n:10][c:11]12. Reactants: N#Cc1ccc2[nH]ccc2c1, C1CCOC1, [H-], [Na+], O, Cc1ccc(S(=O)(=O)Cl)cc1. The product is Cc1ccc(S(=O)(=O)n2ccc3cc(C#N)ccc32)cc1. RXN SMILES: [C:3](#[N:4])[c:5]1[cH:6][c:7]2[cH:8][cH:9][nH:10][c:11]2[cH:12][cH:13]1.[CH2:26]1[O:27][CH2:28][CH2:29][CH2:30]1.[H-:2].[Na+:1].[OH2:25].[S:14](=[O:15])(=[O:16])([c:17]1[cH:18][cH:19][c:20]([CH3:21])[cH:22][cH:23]1)[Cl:24]>>[C:3](#[N:4])[c:5]1[cH:6][c:7]2[cH:8][cH:9][n:10]([S:14](=[O:15])(=[O:16])[c:17]3[cH:18][cH:19][c:20]([CH3:21])[cH:22][cH:23]3)[c:11]2[cH:12][cH:13]1. Procedure details: Ethyl 2-(6-nitroindazol-1-yl)propionate (1 g), water (3.7cm3) and reduced iron (2.3 g) were stirred in isopropanol (17cm3) at room temperature. Concentrated hydrochloric acid (0.14cm3) was added and the mixture stirred and heated under reflux for 20 minutes. The mixture was filtered through hyflo whilst hot and filter pad washed with ethanol. The combined filtrate was concentrated under vacuum and the residue purified by chromatography (SiO2 ; CHCl3 : ether, 3:1) to give ethyl 2-(6 aminoindazol-... RXN SMILES: [N+:1]([C:4]1[CH:12]=[C:11]2[C:7]([CH:8]=[N:9][N:10]2[CH:13]([CH3:19])[C:14]([O:16][CH2:17][CH3:18])=[O:15])=[CH:6][CH:5]=1)([O-])=O.O.Cl>C(O)(C)C>[NH2:1][C:4]1[CH:12]=[C:11]2[C:7]([CH:8]=[N:9][N:10]2[CH:13]([CH3:19])[C:14]([O:16][CH2:17][CH3:18])=[O:15])=[CH:6][CH:5]=1. The reactants are Cl (hydrochloric acid), [N+](=O)([O-])C1=CC=C2C=NN(C2=C1)C(C(=O)OCC)C (Ethyl 2-(6-nitroindazol-1-yl)propionate), O (water), reduced iron. The product is NC1=CC=C2C=NN(C2=C1)C(C(=O)OCC)C (ethyl 2-(6 aminoindazol-1-yl)propionate). The solvent is C(C)(C)O (isopropanol). Starting materials: N[C@@H](CC(C)C)C(=O)OCC.Cl (H-Leu-OEt.HCl), CCN=C=NCCCN(C)C (WSC), N([C@@H](CC(N)=O)C(=O)O)C(=O)OC(C)(C)C (Boc-Asn-OH), C=1C=CC2=C(C1)N=NN2O (HOBT). Reported procedure: 5.00 Grams of H-Leu-OEt.HCl, 5.95 g of Boc-Asn-OH and 4.11 g of HOBT.H2O were suspended in 100 ml of THF. To this suspension was added 4.70 ml of WSC with ice-cooling. The mixture was stirred for 7 hours at room temperature. To the reaction mixture were added 100 ml of ethyl acetate and 200 ml of water to effect extraction. The ethyl acetate layer was washed with 50 ml of a saturated aqueous sodium bicarbonate solution three times, 50 ml of a saturated aqueous sodium chloride solution once, 50 m... RXN SMILES: [NH2:1][C@H:2]([C:7]([O:9][CH2:10][CH3:11])=[O:8])[CH2:3][CH:4]([CH3:6])[CH3:5].Cl.[NH:13]([C:22]([O:24][C:25]([CH3:28])([CH3:27])[CH3:26])=[O:23])[C@H:14]([C:19](O)=[O:20])[CH2:15][C:16](=[O:18])[NH2:17].C1C=CC2N(O)N=NC=2C=1.CCN=C=NCCCN(C)C>C1COCC1.O.C(OCC)(=O)C>[NH:13]([C:22]([O:24][C:25]([CH3:28])([CH3:27])[CH3:26])=[O:23])[C@H:14]([C:19]([NH:1][C@H:2]([C:7]([O:9][CH2:10][CH3:11])=[O:8])[CH2:3][CH:4]([CH3:6])[CH3:5])=[O:20])[CH2:15][C:16](=[O:18])[NH2:17] |f:0.1|. Run in O (water), C(C)(=O)OCC (ethyl acetate), O (H2O), C1CCOC1 (THF). Isolated yield 72.9%. Product: N([C@@H](CC(N)=O)C(=O)N[C@@H](CC(C)C)C(=O)OCC)C(=O)OC(C)(C)C (Boc-Asn-Leu-OEt). Run at time 7 hour. Reactants: Cl (HCl), TEA, NCC=1C=C2CN(C(C2=CC1)=O)C1C(NC(CC1)=O)=O (3-(5-aminomethyl-1-oxo-1,3-dihydro-isoindol-2-yl)-piperidine-2,6-dione), ClC1=CC(=C(C=C1)N=C=O)C (4-chloro-1-isocyanato-2-methyl-benzene). The solvent is C(C)#N (acetonitrile). Run at time 1 hour. The product is ClC1=CC(=C(C=C1)NC(=O)NCC=1C=C2CN(C(C2=CC1)=O)C1C(NC(CC1)=O)=O)C (1-(4-chloro-2-methyl-phenyl)-3-[2-(2,6-dioxo-piperidin-3-yl)-1-oxo-2,3-dihydro-1H-isoindol-5-ylmethyl]-urea). The yield is 86.2%. As a reaction SMILES: [NH2:1][CH2:2][C:3]1[CH:4]=[C:5]2[C:9](=[CH:10][CH:11]=1)[C:8](=[O:12])[N:7]([CH:13]1[CH2:18][CH2:17][C:16](=[O:19])[NH:15][C:14]1=[O:20])[CH2:6]2.[Cl:21][C:22]1[CH:27]=[CH:26][C:25]([N:28]=[C:29]=[O:30])=[C:24]([CH3:31])[CH:23]=1.Cl>C(#N)C>[Cl:21][C:22]1[CH:27]=[CH:26][C:25]([NH:28][C:29]([NH:1][CH2:2][C:3]2[CH:4]=[C:5]3[C:9](=[CH:10][CH:11]=2)[C:8](=[O:12])[N:7]([CH:13]2[CH2:18][CH2:17][C:16](=[O:19])[NH:15][C:14]2=[O:20])[CH2:6]3)=[O:30])=[C:24]([CH3:31])[CH:23]=1. Reported procedure: TEA (0.28 ml, 2 mmol) was added to a stirred mixture of 3-(5-aminomethyl-1-oxo-1,3-dihydro-isoindol-2-yl)-piperidine-2,6-dione (0.37 g, 1 mmol) and 4-chloro-1-isocyanato-2-methyl-benzene (0.17 mgl, 1 mmol) in acetonitrile (10 mL) under nitrogen. The mixture was stirred at ambient temperature for 1 h, during which time it remained a suspension. The reaction was then monitored and determined to be complete. A 3.5% aqueous HCl solution (10 mL) was added, and the mixture was stirred for 10 minutes. ... The reactants are O[C@@H](C(=O)OC(C)C)[C@@H](C(=O)OC(C)C)C (Diisopropyl (2R,3S)-2-hydroxy-3-methylsuccinate), [OH-].[K+] (KOH). The solvent is O (water), C1CCOC1 (THF). Reaction conditions: temperature 0 celsius, time 48 hour. Yields the product O[C@@H](C(=O)O)[C@@H](C(=O)O)C ((2R,3S)-2-hydroxy-3-methylsuccinic acid). Isolated yield 40.0%. RXN SMILES: [OH:1][C@H:2]([C@H:9]([CH3:16])[C:10]([O:12]C(C)C)=[O:11])[C:3]([O:5]C(C)C)=[O:4].[OH-].[K+]>C1COCC1.O>[OH:1][C@H:2]([C@H:9]([CH3:16])[C:10]([OH:12])=[O:11])[C:3]([OH:5])=[O:4] |f:1.2|. Procedure details: Diisopropyl (2R,3S)-2-hydroxy-3-methylsuccinate (9.75 g; 42.0 mmol; 1.00 eq.) was taken in THF (146 mL), cooled to 0° C. and was treated with KOH (14.1 g, 152 mmol) in water (49 mL). The resulting mixture was stirred at RT for 48 h. THF was removed and the residue was taken in water. The aqueous layer was washed with ether (100 mL) and was acidified with an aqueous solution of HCl (1.5 N), then was extracted with EtOAc (continuous extraction during 20 hours). The organic phase was dried over Na2... The reactants are O=C([O-])[O-], O=C(Cl)CCl, [K+], [K+], c1ccccc1, NC(=O)C(N)N=Nc1ccccc1C(=O)c1ccccn1. Yields the product NC(=O)C(N=Nc1ccccc1C(=O)c1ccccn1)NC(=O)CCl. As a reaction SMILES: [C:22](=[O:23])([O-:24])[O-:25].[Cl:28][CH2:29][C:30](=[O:31])[Cl:32].[K+:26].[K+:27].[cH:33]1[cH:34][cH:35][cH:36][cH:37][cH:38]1.[n:1]1[c:2]([C:7](=[O:8])[c:9]2[c:10]([N:15]=[N:16][CH:17]([C:18](=[O:19])[NH2:20])[NH2:21])[cH:11][cH:12][cH:13][cH:14]2)[cH:3][cH:4][cH:5][cH:6]1>>[n:1]1[c:2]([C:7](=[O:8])[c:9]2[c:10]([N:15]=[N:16][CH:17]([C:18](=[O:19])[NH2:20])[NH:21][C:30]([CH2:29][Cl:28])=[O:31])[cH:11][cH:12][cH:13][cH:14]2)[cH:3][cH:4][cH:5][cH:6]1. Reactants: [BH4-].[Na+] (sodium borohydride), NCCCN1C=NC=C1 (1-(3-aminopropyl)imidazole), C(C1=CC=CC=C1)=O (benzaldehyde), C(C)(=O)[O-].[Na+] (sodium acetate). The solvent is CO (methanol), ClCCl (dichloromethane). Conditions: time 8 hour. Yields the product N1(C=NC=C1)CCCNCC1=CC=CC=C1 (3-(1H-imidazol-1-yl)propyl-phenylmethylamine). Isolated yield 92.4%. As a reaction SMILES: [NH2:1][CH2:2][CH2:3][CH2:4][N:5]1[CH:9]=[CH:8][N:7]=[CH:6]1.[CH:10](=O)[C:11]1[CH:16]=[CH:15][CH:14]=[CH:13][CH:12]=1.C([O-])(=O)C.[Na+].[BH4-].[Na+]>ClCCl.CO>[N:5]1([CH2:4][CH2:3][CH2:2][NH:1][CH2:10][C:11]2[CH:16]=[CH:15][CH:14]=[CH:13][CH:12]=2)[CH:9]=[CH:8][N:7]=[CH:6]1 |f:2.3,4.5|. Reported procedure: A mixture of 1-(3-aminopropyl)imidazole (Aldrich, 37.1 g, 297 mmol), benzaldehyde (30 g, 283 mmol), 3 Å molecular sieves (50 g), sodium acetate (24.1 g, 283 mmol) and anhydrous methanol (700 mL) are stirred at room temperature under N2 overnight. The mixture is cooled to 0° C. and sodium borohydride (10.9 g, 288 mmol) is added portionwise over 1 hour. The mixture is stirred at room temperature for 3 hours. The mixture is filtered through celite, washed with methanol, and concentrated in vacuo to...